From a dataset of the Open Reaction Database (ORD), a public repository of structured organic reaction records. describe an organic reaction: reactants, conditions, products, and yield Starting materials: C(CC(=O)OC)(=O)OCC1=CC=CC=C1 (benzyl methyl malonate), [H-].[Na+] (NaH), BrCC1=CC=C(C=C1)C(F)(F)P(OC(C)(C)C)(OC(C)(C)C)=O (di(tert-butyl) [[4-(bromomethyl)phenyl](difluoro)methyl]phosphonate). The reagents and catalysts are [N+](CCCC)(CCCC)(CCCC)CCCC.[I-] (n-Bu4NI). The solvent is CN(C)C=O (DMF). Run at time 2.5 hour. Product: C(C)(C)(C)OP(=O)(OC(C)(C)C)C(C1=CC=C(CC(C(=O)OCC2=CC=CC=C2)(C(=O)OC)CC2=CC=C(C=C2)C(F)(F)P(=O)(OC(C)(C)C)OC(C)(C)C)C=C1)(F)F (2,2-Di{4-[(di-tert-butoxyphosphoryl)(difluoro)methyl]benzyl}malonic Acid, Benzyl Methyl Ester). As a reaction SMILES: [C:1]([O:8][CH2:9][C:10]1[CH:15]=[CH:14][CH:13]=[CH:12][CH:11]=1)(=[O:7])[CH2:2][C:3]([O:5][CH3:6])=[O:4].[H-].[Na+].Br[CH2:19][C:20]1[CH:25]=[CH:24][C:23]([C:26]([P:29](=[O:40])([O:35][C:36]([CH3:39])([CH3:38])[CH3:37])[O:30][C:31]([CH3:34])([CH3:33])[CH3:32])([F:28])[F:27])=[CH:22][CH:21]=1>CN(C=O)C.[N+](CCCC)(CCCC)(CCCC)CCCC.[I-]>[C:36]([O:35][P:29]([C:26]([F:28])([F:27])[C:23]1[CH:24]=[CH:25][C:20]([CH2:19][C:2]([CH2:19][C:20]2[CH:25]=[CH:24][C:23]([C:26]([P:29]([O:30][C:31]([CH3:32])([CH3:34])[CH3:33])([O:35][C:36]([CH3:37])([CH3:38])[CH3:39])=[O:40])([F:28])[F:27])=[CH:22][CH:21]=2)([C:3]([O:5][CH3:6])=[O:4])[C:1]([O:8][CH2:9][C:10]2[CH:11]=[CH:12][CH:13]=[CH:14][CH:15]=2)=[O:7])=[CH:21][CH:22]=1)([O:30][C:31]([CH3:34])([CH3:33])[CH3:32])=[O:40])([CH3:37])([CH3:38])[CH3:39] |f:1.2,5.6|. Procedure details: To a solution of benzyl methyl malonate (0.2 g) in DMF (8 mL), was added sequentially NaH (0.08 g, 60% in mineral oil), di(tert-butyl) [[4-(bromomethyl)phenyl](difluoro)methyl]phosphonate (0.83 g), and n-Bu4NI (0.08 g). The reaction mixture was stirred at room temperature for 2.5 h, then quenched with 20 mL of saturated aqueous NH4Cl solution and extracted with 50 mL of 1:1 hexane/EtOAc. The extract was dried over Na2SO4 and concentrated. The residue was purified by silica gel chromatography elu... Reactants: [K] (potassium), ClC=1C=NC(NC1)=O (5-chloropyrimid-2-one), ClCCCCl (1.3-dichloropropane). The solvent is CN(C=O)C (dimethylformamide). Conditions: temperature 60 celsius. Product: ClC=CCN1C(N=CC(=C1)Cl)=O (1-(3-Chloroallyl)-5-chloropyrimid-2-one). Yield: 60.0%. Reaction SMILES: [K].[Cl:2][C:3]1[CH:4]=[N:5][C:6](=[O:9])[NH:7][CH:8]=1.[Cl:10][CH2:11][CH2:12][CH2:13]Cl>CN(C)C=O>[Cl:10][CH:11]=[CH:12][CH2:13][N:5]1[CH:4]=[C:3]([Cl:2])[CH:8]=[N:7][C:6]1=[O:9] |^1:0|. Procedure details: A mixture of the potassium salt of 5-chloropyrimid-2-one (0.01 mol) and 1.3-dichloropropane (0.02 mol) in dimethylformamide (50 ml) was heated at 60° C. for 8 h. The reaction mixture was then evaporated (1 mm Hg) and the residue dissolved in chloroform (80 ml). This solution was washed with 1 N NaOH (2 ml) and water before drying and evaporation; yield 60%, m.p. 102°-104° C. (benzene/ligroin). (Found: C, 41.83; H, 3.02. Calc. for C7H6ClN2O: C, 41.01; H, 2.95).